This data is from the Open Reaction Database (ORD), a public repository of structured organic reaction records. The task is: describe an organic reaction: reactants, conditions, products, and yield The reactants are BrC=1C=C(C=C(C1)C(CCNC(C(F)(F)F)=O)O)Cl (N-(3-(5-bromo-3-chlorophenyl)-3-hydroxypropyl)-2,2,2-trifluoroacetamide), C(#C)C(CCC)(CCC)O (4-ethynylheptan-4-ol). The product is ClC=1C=C(C=C(C1)C#CC(CCC)(CCC)O)C(CCNC(C(F)(F)F)=O)O (N-(3-(3-chloro-5-(3-hydroxy-3-propylhex-1-ynyl)phenyl)-3-hydroxypropyl)-2,2,2-trifluoroacetamide). As a reaction SMILES: Br[C:2]1[CH:3]=[C:4]([Cl:19])[CH:5]=[C:6]([CH:8]([OH:18])[CH2:9][CH2:10][NH:11][C:12](=[O:17])[C:13]([F:16])([F:15])[F:14])[CH:7]=1.[C:20]([C:22]([OH:29])([CH2:26][CH2:27][CH3:28])[CH2:23][CH2:24][CH3:25])#[CH:21]>>[Cl:19][C:4]1[CH:5]=[C:6]([CH:8]([OH:18])[CH2:9][CH2:10][NH:11][C:12](=[O:17])[C:13]([F:16])([F:15])[F:14])[CH:7]=[C:2]([C:21]#[C:20][C:22]([OH:29])([CH2:26][CH2:27][CH3:28])[CH2:23][CH2:24][CH3:25])[CH:3]=1. Procedure details: N-(3-(5-bromo-3-chlorophenyl)-3-hydroxypropyl)-2,2,2-trifluoroacetamide was coupled with alkynol 20 following the procedure described in Example 10 to give N-(3-(3-chloro-5-(3-hydroxy-3-propylhex-1-ynyl)phenyl)-3-hydroxypropyl)-2,2,2-trifluoroacetamide as a pale yellow oil. Yield (1.02 g, 66%): Starting materials: C(C1=CC=CC=C1)OC(=O)NN[C@H](CC=C)C(C)(C)C ((R)—N′-(1-tert-butyl-but-3-enyl)-hydrazinecarboxylic acid benzyl ester), CC=1C=C(C(=O)Cl)C=C(C1)C (3,5-dimethyl benzoyl chloride). Product: C(C1=CC=CC=C1)OC(=O)NN(C(C1=CC(=CC(=C1)C)C)=O)[C@H](CC=C)C(C)(C)C ((R)—N′-(1-tert-butyl-but-3-enyl)-N′-(3,5-dimethyl-benzoyl)-hydrazinecarboxylic acid benzyl ester). As a reaction SMILES: [CH2:1]([O:8][C:9]([NH:11][NH:12][C@@H:13]([C:17]([CH3:20])([CH3:19])[CH3:18])[CH2:14][CH:15]=[CH2:16])=[O:10])[C:2]1[CH:7]=[CH:6][CH:5]=[CH:4][CH:3]=1.[CH3:21][C:22]1[CH:23]=[C:24]([CH:28]=[C:29]([CH3:31])[CH:30]=1)[C:25](Cl)=[O:26]>>[CH2:1]([O:8][C:9]([NH:11][N:12]([C@@H:13]([C:17]([CH3:20])([CH3:19])[CH3:18])[CH2:14][CH:15]=[CH2:16])[C:25](=[O:26])[C:24]1[CH:28]=[C:29]([CH3:31])[CH:30]=[C:22]([CH3:21])[CH:23]=1)=[O:10])[C:2]1[CH:7]=[CH:6][CH:5]=[CH:4][CH:3]=1. Procedure: Briefly, benzyl carbazate (compound A) was reacted with pivaldehyde to give (E)-N′-(2,2-dimethyl-propylidene)-hydrazinecarboxylic acid benzyl ester (compound B). Compound B was reacted with (S,S)-2-allyl-2-chloro-3,4-dimethyl-5-phenyl-[1,3,2]oxazasilolidine (Compound C; see Leighton et al., J. Am. Chem. Soc. 125:9596 (2003) and WO 03/074534) to give (R)—N′-(1-tert-butyl-but-3-enyl)-hydrazinecarboxylic acid benzyl ester (compound D). Compound D was reacted with 3,5-dimethyl benzoyl chloride to gi... The reactants are CC(O)C1CCCN1C(=O)OC(C)(C)C, CI, CN(C)C=O, [H-], [Na+]. Yields the product COC(C)C1CCCN1C(=O)OC(C)(C)C. As a reaction SMILES: [C:1]([CH3:2])([CH3:3])([CH3:4])[O:5][C:6](=[O:7])[N:8]1[CH:9]([CH:13]([CH3:14])[OH:15])[CH2:10][CH2:11][CH2:12]1.[CH3:16][I:17].[CH3:20][N:21]([CH3:22])[CH:23]=[O:24].[H-:19].[Na+:18]>>[C:1]([CH3:2])([CH3:3])([CH3:4])[O:5][C:6](=[O:7])[N:8]1[CH:9]([CH:13]([CH3:14])[O:15][CH3:16])[CH2:10][CH2:11][CH2:12]1. Reported procedure: A mixture of 4-hydroxy-3-methylacetophenone (14.5 g, 96 mmol), K2CO3 (17.5 g, 144 mmol), and 1,3-dibromopropane (30 g, 144 mmol) in acetonitrile (400 mol) was heated at reflux for 6 hours. At the end of the reaction, the solvent was removed on a rotary evaporator, and the crude solid was extracted into dichloromethane (750 ml). The insoluble inorganics were filtered off. The dichloromethane solution was concentrated again to a crude oil (34.5 g). Purification was effected by flash chromatography... Starting materials: CC1=C(C=CC(=C1)C(=O)C)O (4-hydroxy-3-methylacetophenone), C(=O)([O-])[O-].[K+].[K+] (K2CO3), BrCCCBr (1,3-dibromopropane), C(C)#N (acetonitrile). Product: BrCCCOC1=C(C=C(C=C1)C(C)=O)C (1-[4-(3-bromopropoxy)-3-methylphenyl]-ethanone). As a reaction SMILES: [CH3:1][C:2]1[CH:7]=[C:6]([C:8]([CH3:10])=[O:9])[CH:5]=[CH:4][C:3]=1[OH:11].C([O-])([O-])=O.[K+].[K+].[Br:18][CH2:19][CH2:20][CH2:21]Br.C(#N)C>>[Br:18][CH2:19][CH2:20][CH2:21][O:11][C:3]1[CH:4]=[CH:5][C:6]([C:8](=[O:9])[CH3:10])=[CH:7][C:2]=1[CH3:1] |f:1.2.3|. The product is CCc1cc(CO[Si](C)(C)C(C)(C)C)cc(NC(=O)OC(C)(C)C)n1. As a reaction SMILES: [C:1]([CH3:2])([CH3:3])([CH3:4])[Si:5]([O:6][CH2:7][c:8]1[cH:9][c:10]([NH:15][C:16]([O:17][C:18]([CH3:19])([CH3:20])[CH3:21])=[O:22])[n:11][c:12]([Cl:14])[cH:13]1)([CH3:23])[CH3:24].[C:25](=[O:26])([O-:27])[O-:28].[CH2:31]([CH3:32])[B:33]([CH2:34][CH3:35])[CH2:36][CH3:37].[Cs+:29].[Cs+:30].[O:38]=[CH:39][N:40]([CH3:41])[CH3:42]>>[C:1]([CH3:2])([CH3:3])([CH3:4])[Si:5]([O:6][CH2:7][c:8]1[cH:9][c:10]([NH:15][C:16]([O:17][C:18]([CH3:19])([CH3:20])[CH3:21])=[O:22])[n:11][c:12]([CH2:31][CH3:32])[cH:13]1)([CH3:23])[CH3:24]. Starting materials: CC(C)(C)OC(=O)Nc1cc(CO[Si](C)(C)C(C)(C)C)cc(Cl)n1, O=C([O-])[O-], CCB(CC)CC, [Cs+], [Cs+], CN(C)C=O. RXN SMILES: [CH3:33][NH:34][CH3:35].[Cl:1][CH2:2][C:3](=[O:4])[N:5]1[CH2:6][C:7]([CH3:31])([CH3:32])[c:8]2[cH:9][cH:10][c:11]([N:14]3[C:15](=[O:30])[N:16]([CH2:22][c:23]4[cH:24][c:25]([Cl:29])[n:26][cH:27][cH:28]4)[C:17]([CH3:20])([CH3:21])[C:18]3=[O:19])[cH:12][c:13]21.[O:36]1[CH2:37][CH2:38][CH2:39][CH2:40]1>>[CH2:2]([C:3](=[O:4])[N:5]1[CH2:6][C:7]([CH3:31])([CH3:32])[c:8]2[cH:9][cH:10][c:11]([N:14]3[C:15](=[O:30])[N:16]([CH2:22][c:23]4[cH:24][c:25]([Cl:29])[n:26][cH:27][cH:28]4)[C:17]([CH3:20])([CH3:21])[C:18]3=[O:19])[cH:12][c:13]21)[N:34]([CH3:33])[CH3:35]. The product is CN(C)CC(=O)N1CC(C)(C)c2ccc(N3C(=O)N(Cc4ccnc(Cl)c4)C(C)(C)C3=O)cc21. Reactants: CNC, CC1(C)CN(C(=O)CCl)c2cc(N3C(=O)N(Cc4ccnc(Cl)c4)C(C)(C)C3=O)ccc21, C1CCOC1. Starting materials: COC(C1=CC(=C(C=C1)C)N1C(=NC(=CC1=O)O)C)=O (3-(4-hydroxy-2-methyl-6-oxo-6H-pyrimidin-1-yl)-4-methyl-benzoic acid methyl ester), BrCC1=NC(=CC=C1)C (2-(bromomethyl)-6-methylpyridine), C([O-])([O-])=O.[K+].[K+] (potassium carbonate), C1COCCOCCOCCOCCOCCO1 (18-crown-6). Run in CN(C=O)C (N,N-dimethylformamide). Run at time 1 hour. Yields the product COC(C1=CC(=C(C=C1)C)N1C(=NC(=CC1=O)OCC1=NC(=CC=C1)C)C)=O (4-methyl-3-[2-methyl-4-(6-methyl-pyridin-2-ylmethoxy)-6-oxo-6H-pyrimidin-1-yl]-benzoic acid methyl ester). Yield: 15.7%. RXN SMILES: [CH3:1][O:2][C:3](=[O:20])[C:4]1[CH:9]=[CH:8][C:7]([CH3:10])=[C:6]([N:11]2[C:16](=[O:17])[CH:15]=[C:14]([OH:18])[N:13]=[C:12]2[CH3:19])[CH:5]=1.Br[CH2:22][C:23]1[CH:28]=[CH:27][CH:26]=[C:25]([CH3:29])[N:24]=1.C(=O)([O-])[O-].[K+].[K+].C1OCCOCCOCCOCCOCCOC1>CN(C)C=O>[CH3:1][O:2][C:3](=[O:20])[C:4]1[CH:9]=[CH:8][C:7]([CH3:10])=[C:6]([N:11]2[C:16](=[O:17])[CH:15]=[C:14]([O:18][CH2:22][C:23]3[CH:28]=[CH:27][CH:26]=[C:25]([CH3:29])[N:24]=3)[N:13]=[C:12]2[CH3:19])[CH:5]=1 |f:2.3.4|. Procedure details: To a solution of Intermediate 2 (460 mg, 1.68 mmol) in N,N-dimethylformamide (2 mL) was added 2-(bromomethyl)-6-methylpyridine (312 mg, 1.68 mmol), potassium carbonate (350 mg, 2.53 mmol) and 18-crown-6 (40 mg). The slurry was stirred at ambient temperature for one hour. The reaction was partitioned between ethyl acetate and water. The organic layer was washed with water and brine and dried over magnesium sulfate. The slurry was filtered and concentrated in vacuo. The crude material was purified...